This data is from the Open Reaction Database (ORD), a public repository of structured organic reaction records. The task is: describe an organic reaction: reactants, conditions, products, and yield Reactants: CCOC(=O)C=Cc1ccc(CN2CCN(C(=O)OCc3ccccc3)C(C)C2)cn1, CC1CN(Cc2ccc(C(C)(C)C(=O)O)cc2)CC(C)N1C(=O)OC(C)(C)C. Product: CC1CN(Cc2ccc(C=CC(=O)O)nc2)CCN1C(=O)OCc1ccccc1. Reaction SMILES: [CH2:1]([CH3:2])[O:3][C:4]([CH:5]=[CH:6][c:7]1[cH:8][cH:9][c:10]([CH2:13][N:14]2[CH2:15][CH:16]([CH3:30])[N:17]([C:20](=[O:21])[O:22][CH2:23][c:24]3[cH:25][cH:26][cH:27][cH:28][cH:29]3)[CH2:18][CH2:19]2)[cH:11][n:12]1)=[O:31].[CH3:32][C:33]([O:34][C:35]([N:36]1[CH:37]([CH3:38])[CH2:39][N:40]([CH2:41][c:42]2[cH:43][cH:44][c:45]([C:46]([CH3:47])([CH3:48])[C:49]([OH:50])=[O:51])[cH:52][cH:53]2)[CH2:54][CH:55]1[CH3:56])=[O:57])([CH3:58])[CH3:59]>>[O:3]=[C:4]([CH:5]=[CH:6][c:7]1[cH:8][cH:9][c:10]([CH2:13][N:14]2[CH2:15][CH:16]([CH3:30])[N:17]([C:20](=[O:21])[O:22][CH2:23][c:24]3[cH:25][cH:26][cH:27][cH:28][cH:29]3)[CH2:18][CH2:19]2)[cH:11][n:12]1)[OH:31].